Task: describe an organic reaction: reactants, conditions, products, and yield. Dataset: the Open Reaction Database (ORD), a public repository of structured organic reaction records The reactants are FC1=C(C=C(C=C1)CC(=O)O)C(F)(F)F ([4-fluoro-3-(trifluoromethyl)phenyl]acetic acid), CN[C@@H]1CCC=2N(C3=CC=CC=C3C2CC(=O)OCCC)C1 (propyl [(7R)-7-(methylamino)-6,7,8,9-tetrahydropyrido[1,2-a]indol-10-yl]acetate). The product is FC1=C(C=C(C=C1)CC(=O)N([C@@H]1CCC=2N(C3=CC=CC=C3C2CC(=O)O)C1)C)C(F)(F)F ({(7R)-7-[{[4-fluoro-3-(trifluoromethyl)phenyl]acetyl}(methyl)amino]-6,7,8,9-tetrahydropyrido[1,2-a]indol-10-yl}acetic acid). Reaction SMILES: [F:1][C:2]1[CH:7]=[CH:6][C:5]([CH2:8][C:9]([OH:11])=O)=[CH:4][C:3]=1[C:12]([F:15])([F:14])[F:13].[CH3:16][NH:17][C@H:18]1[CH2:37][N:22]2[C:23]3[C:28]([C:29]([CH2:30][C:31]([O:33]CCC)=[O:32])=[C:21]2[CH2:20][CH2:19]1)=[CH:27][CH:26]=[CH:25][CH:24]=3>>[F:1][C:2]1[CH:7]=[CH:6][C:5]([CH2:8][C:9]([N:17]([CH3:16])[C@H:18]2[CH2:37][N:22]3[C:23]4[C:28]([C:29]([CH2:30][C:31]([OH:33])=[O:32])=[C:21]3[CH2:20][CH2:19]2)=[CH:27][CH:26]=[CH:25][CH:24]=4)=[O:11])=[CH:4][C:3]=1[C:12]([F:15])([F:14])[F:13]. Reported procedure: The title compound was prepared using analogous procedures described in Example 1 (Method A) from [4-fluoro-3-(trifluoromethyl)phenyl]acetic acid and propyl [(7R)-7-(methylamino)-6,7,8,9-tetrahydropyrido[1,2-a]indol-10-yl]acetate. MS (+ESI) m/z: 463.